From a dataset of the Open Reaction Database (ORD), a public repository of structured organic reaction records. describe an organic reaction: reactants, conditions, products, and yield The reactants are CCOC(=O)C(CC)P(=O)(OCC)OCC, COC(=O)C=Cc1ccc(Cc2cccnc2)cc1, CC(=O)O, [H-], [Na+], C1CCOC1. Product: CCOC(=O)C(=Cc1ccc(Cc2cccnc2)cc1)CC. As a reaction SMILES: [CH2:3]([CH3:4])[O:5][C:6](=[O:7])[CH:8]([CH2:9][CH3:10])[P:11](=[O:12])([O:13][CH2:14][CH3:15])[O:16][CH2:17][CH3:18].[CH3:19][O:20][C:21](=[O:22])[CH:37]=[CH:23][c:24]1[cH:25][cH:26][c:27]([CH2:30][c:31]2[cH:32][n:33][cH:34][cH:35][cH:36]2)[cH:28][cH:29]1.[CH3:38][C:39](=[O:40])[OH:41].[H-:1].[Na+:2].[O:42]1[CH2:43][CH2:44][CH2:45][CH2:46]1>>[CH2:3]([CH3:4])[O:5][C:6](=[O:7])[C:8]([CH2:9][CH3:10])=[CH:23][c:24]1[cH:25][cH:26][c:27]([CH2:30][c:31]2[cH:32][n:33][cH:34][cH:35][cH:36]2)[cH:28][cH:29]1. Starting materials: CCOC(=O)c1ccc(OC(C)C)c(OCCc2ccc(Cl)cc2Cl)c1, Cl, [Na+], C1COCCO1, [OH-], O. Product: CC(C)Oc1ccc(C(=O)O)cc1OCCc1ccc(Cl)cc1Cl. Reaction SMILES: [CH2:1]([CH3:2])[O:3][C:4]([c:5]1[cH:6][c:7]([O:15][CH2:16][CH2:17][c:18]2[c:19]([Cl:25])[cH:20][c:21]([Cl:24])[cH:22][cH:23]2)[c:8]([O:11][CH:12]([CH3:13])[CH3:14])[cH:9][cH:10]1)=[O:26].[ClH:30].[Na+:29].[O:31]1[CH2:32][CH2:33][O:34][CH2:35][CH2:36]1.[OH-:28].[OH2:27]>>[O:3]=[C:4]([c:5]1[cH:6][c:7]([O:15][CH2:16][CH2:17][c:18]2[c:19]([Cl:25])[cH:20][c:21]([Cl:24])[cH:22][cH:23]2)[c:8]([O:11][CH:12]([CH3:13])[CH3:14])[cH:9][cH:10]1)[OH:26]. The reactants are C(CCl)Cl (EDC), C1(CCCCC1)C=1C=2C=CC(=CC2N2C1C1=C(C=C(C2)C2=C(C(=NN2C2CC2)C(C)C)C(=O)OCC)C=C(C=C1)OC)C(=O)O (13-cyclohexyl-6-(1-cyclopropyl-4-(ethoxycarbonyl)-3-isopropyl-1H-pyrazol-5-yl)-3-methoxy-7H-indolo[2,1-a][2]benzazepine-10-carboxylic acid), CC(C)S(=O)(=O)N (propane-2-sulfonamide). The reagents and catalysts are CN(C)C=1C=CN=CC1 (DMAP). The solvent is ClC(C)Cl (dichloroethane), CCOC(=O)C (EtOAc). Run at time 8 hour. Yields the product C1(CCCCC1)C=1C=2C=CC(=CC2N2C1C1=C(C=C(C2)C2=C(C(=NN2C2CC2)C(C)C)C(=O)OCC)C=C(C=C1)OC)C(NS(=O)(=O)C(C)C)=O (Ethyl 5-(13-cyclohexyl-10-((isopropylsulfonyl)carbamoyl)-3-methoxy-7H-indolo[2,1-a][2]benzazepin-6-yl)-1-cyclopropyl-3-isopropyl-1H-pyrazole-4-carboxylate). Isolated yield 99.8%. As a reaction SMILES: C(Cl)CCl.[CH:5]1([C:11]2[C:12]3[CH:13]=[CH:14][C:15]([C:47]([OH:49])=O)=[CH:16][C:17]=3[N:18]3[CH2:24][C:23]([C:25]4[N:29]([CH:30]5[CH2:32][CH2:31]5)[N:28]=[C:27]([CH:33]([CH3:35])[CH3:34])[C:26]=4[C:36]([O:38][CH2:39][CH3:40])=[O:37])=[CH:22][C:21]4[CH:41]=[C:42]([O:45][CH3:46])[CH:43]=[CH:44][C:20]=4[C:19]=23)[CH2:10][CH2:9][CH2:8][CH2:7][CH2:6]1.[CH3:50][CH:51]([S:53]([NH2:56])(=[O:55])=[O:54])[CH3:52]>CN(C1C=CN=CC=1)C.ClC(Cl)C.CCOC(C)=O>[CH:5]1([C:11]2[C:12]3[CH:13]=[CH:14][C:15]([C:47](=[O:49])[NH:56][S:53]([CH:51]([CH3:52])[CH3:50])(=[O:55])=[O:54])=[CH:16][C:17]=3[N:18]3[CH2:24][C:23]([C:25]4[N:29]([CH:30]5[CH2:31][CH2:32]5)[N:28]=[C:27]([CH:33]([CH3:35])[CH3:34])[C:26]=4[C:36]([O:38][CH2:39][CH3:40])=[O:37])=[CH:22][C:21]4[CH:41]=[C:42]([O:45][CH3:46])[CH:43]=[CH:44][C:20]=4[C:19]=23)[CH2:10][CH2:9][CH2:8][CH2:7][CH2:6]1. Procedure details: EDC (151 mg, 0.790 mmol) was added to a stirring solution of 13-cyclohexyl-6-(1-cyclopropyl-4-(ethoxycarbonyl)-3-isopropyl-1H-pyrazol-5-yl)-3-methoxy-7H-indolo[2,1-a][2]benzazepine-10-carboxylic acid (320 mg, 0.527 mmol), propane-2-sulfonamide (227 mg, 1.843 mmol), DMAP (193 mg, 1.58 mmol) in dichloroethane (5 mL) at room temperature. The reaction was allowed to stir overnight. The mixture was diluted with EtOAc and washed with 1M HCl, sat NaHCO3 and Brine. The organic phase was dried over Na2SO... Starting materials: COc1cc(Br)c2c(c1)N(c1ccccc1Cl)C(=O)CC2, Cc1ccccc1, OB(O)c1ccccc1Cl, [Na+], [Na+], O=C([O-])[O-], [Pd], c1ccc(P(c2ccccc2)c2ccccc2)cc1, c1ccc(P(c2ccccc2)c2ccccc2)cc1, c1ccc(P(c2ccccc2)c2ccccc2)cc1, c1ccc(P(c2ccccc2)c2ccccc2)cc1. Product: COc1cc(-c2ccccc2Cl)c2c(c1)N(c1ccccc1Cl)C(=O)CC2. Reaction SMILES: [Br:1][c:2]1[c:3]2[c:8]([cH:9][c:10]([O:12][CH3:13])[cH:11]1)[N:7]([c:14]1[c:15]([Cl:20])[cH:16][cH:17][cH:18][cH:19]1)[C:6](=[O:21])[CH2:5][CH2:4]2.[CH3:32][c:33]1[cH:34][cH:35][cH:36][cH:37][cH:38]1.[Cl:22][c:23]1[c:24]([B:29]([OH:30])[OH:31])[cH:25][cH:26][cH:27][cH:28]1.[Na+:39].[Na+:40].[O-:41][C:42](=[O:43])[O-:44].[Pd:45].[c:103]1([P:104]([c:105]2[cH:106][cH:107][cH:108][cH:109][cH:110]2)[c:111]2[cH:112][cH:113][cH:114][cH:115][cH:116]2)[cH:117][cH:118][cH:119][cH:120][cH:121]1.[c:46]1([P:47]([c:48]2[cH:49][cH:50][cH:51][cH:52][cH:53]2)[c:54]2[cH:55][cH:56][cH:57][cH:58][cH:59]2)[cH:60][cH:61][cH:62][cH:63][cH:64]1.[c:65]1([P:66]([c:67]2[cH:68][cH:69][cH:70][cH:71][cH:72]2)[c:73]2[cH:74][cH:75][cH:76][cH:77][cH:78]2)[cH:79][cH:80][cH:81][cH:82][cH:83]1.[c:84]1([P:85]([c:86]2[cH:87][cH:88][cH:89][cH:90][cH:91]2)[c:92]2[cH:93][cH:94][cH:95][cH:96][cH:97]2)[cH:98][cH:99][cH:100][cH:101][cH:102]1>>[c:2]1(-[c:24]2[c:23]([Cl:22])[cH:28][cH:27][cH:26][cH:25]2)[c:3]2[c:8]([cH:9][c:10]([O:12][CH3:13])[cH:11]1)[N:7]([c:14]1[c:15]([Cl:20])[cH:16][cH:17][cH:18][cH:19]1)[C:6](=[O:21])[CH2:5][CH2:4]2. Reactants: CC1=C2C(C=C(C(C2=CC=C1)=O)SC(C(=O)O)C)=O ((5-methyl-1,4 naphthoquinonyl thio)-propionic acid), BrN1C(CCC1=O)=O (N-bromosuccinimide), N(=NC(C#N)(C)C)C(C#N)(C)C (azobis (2-methyl-propionitrile)). Run in CC(=O)OC(=O)C (Ac2O). Run at time 0.5 hour. Yields the product BrCC1=C2C(C=C(C(C2=CC=C1)=O)SC(C(=O)O)C)=O ((5-bromomethyl-1,4-naphthoquinonyl thio)-proprionic acid). Reaction SMILES: [CH3:1][C:2]1[CH:11]=[CH:10][CH:9]=[C:8]2[C:3]=1[C:4](=[O:19])[CH:5]=[C:6]([S:13][CH:14]([CH3:18])[C:15]([OH:17])=[O:16])[C:7]2=[O:12].[Br:20]N1C(=O)CCC1=O.N(C(C)(C)C#N)=NC(C)(C)C#N>CC(OC(C)=O)=O>[Br:20][CH2:1][C:2]1[CH:11]=[CH:10][CH:9]=[C:8]2[C:3]=1[C:4](=[O:19])[CH:5]=[C:6]([S:13][CH:14]([CH3:18])[C:15]([OH:17])=[O:16])[C:7]2=[O:12]. Procedure details: The acid 1 (59 mmol), N-bromosuccinimide (59 mmol), and azobis (2-methyl-propionitrile) (0.5 g, 3 mmol) is combined in 200 mL of Ac2O and stirred at 120°-130° C. for about 0.5 hours. When the color lightens, the solution is poured onto ice. The yellow solid is collected and dissolved in CHCl3. The CHCl3 solution is dried using Na2SO4, concentrated to a small volume, and chromatographed on silica gel column (benzene) to yield the brominated acid (5-bromomethyl-1,4-naphthoquinonyl thio)-proprionic... The reactants are N (ammonia), BrC1=CC(=C(CN2C(C=3N(C(C2=O)(CC(=O)O)C(=O)OCC)C=CC3)=O)C=C1)F (2-(4-bromo-2-fluorobenzyl)-4-ethoxycarbonyl-1,3-dioxo-1,2,3,4-tetrahydropyrrolo[1,2-a]pyrazine-4-acetic acid), ON1C(CCC1=O)=O (N-hydroxysuccinimide), Cl.C(C)N=C=NCCCN(C)C (1-ethyl-3-(3-dimethylaminopropyl)carbodiimide hydrochloride), Cl (hydrochloric acid). Solvent: C(C)#N (acetonitrile), ClCCl (dichloromethane). Conditions: temperature 25 celsius, time 1 hour. Yields the product C(C)OC(=O)C1(C(N(C(C=2N1C=CC2)=O)CC2=C(C=C(C=C2)Br)F)=O)CC(N)=O (2-(4-bromo 2-fluorobenzyl)-4-carbamoylmethyl-1,3-dioxo-1,2,3,4-tetrahydropyrrolo[1,2-a]pyrazine-4-carboxylic acid ethyl ester). The yield is 86.6%. Reaction SMILES: [Br:1][C:2]1[CH:28]=[CH:27][C:5]([CH2:6][N:7]2[C:12](=[O:13])[C:11]([C:18]([O:20][CH2:21][CH3:22])=[O:19])([CH2:14][C:15]([OH:17])=O)[N:10]3[CH:23]=[CH:24][CH:25]=[C:9]3[C:8]2=[O:26])=[C:4]([F:29])[CH:3]=1.O[N:31]1C(=O)CCC1=O.Cl.C(N=C=NCCCN(C)C)C.N.Cl>ClCCl.C(#N)C>[CH2:21]([O:20][C:18]([C:11]1([CH2:14][C:15](=[O:17])[NH2:31])[N:10]2[CH:23]=[CH:24][CH:25]=[C:9]2[C:8](=[O:26])[N:7]([CH2:6][C:5]2[CH:27]=[CH:28][C:2]([Br:1])=[CH:3][C:4]=2[F:29])[C:12]1=[O:13])=[O:19])[CH3:22] |f:2.3|. Procedure: A mixture of 2-(4-bromo-2-fluorobenzyl)-4-ethoxycarbonyl-1,3-dioxo-1,2,3,4-tetrahydropyrrolo[1,2-a]pyrazine-4-acetic acid (21.4 g), N-hydroxysuccinimide (5.8 g) and 1-ethyl-3-(3-dimethylaminopropyl)carbodiimide hydrochloride (10.5 g) in dichloromethane (150 ml) was stirred at 25° C. for 1 hour, and 7.8% (w/w) ammonia in acetonitrile (40 ml) was added. The resulting mixture was stirred at 25° C. for 1 hour, poured into 5% hydrochloric acid, and extracted with dichloromethane. The extracts were dr... Starting materials: C(C)#N (acetonitrile), FC1=C(C=C(C(=C1)B1OC(C(O1)(C)C)(C)C)F)[Si](C)(C)C ((2,5-difluoro-4-(4,4,5,5-tetramethyl-1,3,2-dioxaborolan-2-yl)phenyl)trimethylsilane), C(C)(=O)NC1=C(C(=NC(=C1)Cl)C(=O)OC)Cl (methyl 4-acetamido-3,6-dichloropicolinate), C([O-])([O-])=O.[Na+].[Na+] (sodium carbonate). Reagents/catalysts: Cl[Pd]([P](C1=CC=CC=C1)(C2=CC=CC=C2)C3=CC=CC=C3)([P](C4=CC=CC=C4)(C5=CC=CC=C5)C6=CC=CC=C6)Cl (bis(triphenyl phosphine)palladium(II) chloride). Run in O (water), [Cl-].[Na+].O (brine). Reaction conditions: temperature 120 celsius, time 20 minute. Yields the product C(C)(=O)NC1=C(C(=NC(=C1)C1=C(C=C(C(=C1)F)[Si](C)(C)C)F)C(=O)OC)Cl (methyl 4-acetamido-3-chloro-6-(2,5-difluoro-4-(trimethylsilyl)phenyl)picolinate). Yield: 54.6%. As a reaction SMILES: [F:1][C:2]1[CH:7]=[C:6](B2OC(C)(C)C(C)(C)O2)[C:5]([F:17])=[CH:4][C:3]=1[Si:18]([CH3:21])([CH3:20])[CH3:19].[C:22]([NH:25][C:26]1[CH:31]=[C:30](Cl)[N:29]=[C:28]([C:33]([O:35][CH3:36])=[O:34])[C:27]=1[Cl:37])(=[O:24])[CH3:23].C(=O)([O-])[O-].[Na+].[Na+].C(#N)C>[Cl-].[Na+].O.Cl[Pd](Cl)([P](C1C=CC=CC=1)(C1C=CC=CC=1)C1C=CC=CC=1)[P](C1C=CC=CC=1)(C1C=CC=CC=1)C1C=CC=CC=1.O>[C:22]([NH:25][C:26]1[CH:31]=[C:30]([C:6]2[CH:7]=[C:2]([F:1])[C:3]([Si:18]([CH3:19])([CH3:20])[CH3:21])=[CH:4][C:5]=2[F:17])[N:29]=[C:28]([C:33]([O:35][CH3:36])=[O:34])[C:27]=1[Cl:37])(=[O:24])[CH3:23] |f:2.3.4,6.7.8,^1:52,71|. Procedure details: In a microwave vessel, a suspension of (2,5-difluoro-4-(4,4,5,5-tetramethyl-1,3,2-dioxaborolan-2-yl)phenyl)trimethylsilane (see, e.g., WO 2013003740 A1) (1 g, 2.56 mmol), methyl 4-acetamido-3,6-dichloropicolinate (Head L) (0.562 g, 2.135 mmol), bis(triphenyl phosphine)palladium(II) chloride (0.150 g, 0.214 mmol) and sodium carbonate (0.272 g, 2.56 mmol) in a 3:1 mixture of acetonitrile (5.34 mL) and water (1.779 mL) was stirred under microwave irradiation (120° C., 20 min). The reaction mixture ... The reactants are OC1=CC=NN1C1=NC=CC(=C1)C#N (2-(5-hydroxy-1H-pyrazol-1-yl)pyridine-4-carbonitrile), ClC1=CC(=C(C=C1)CO)OC(C)C1=CC=CC=C1 ([4-chloro-2-(1-phenylethoxy)phenyl]methanol). The product is ClC1=CC(=C(C=C1)COC1=CC=NN1C1=NC=CC(=C1)C#N)OC(C)C1=CC=CC=C1 (2-[5-[[4-chloro-2-(1-phenylethoxy)phenyl]methoxy]pyrazol-1-yl]pyridine-4-carbonitrile). RXN SMILES: [OH:1][C:2]1[N:6]([C:7]2[CH:12]=[C:11]([C:13]#[N:14])[CH:10]=[CH:9][N:8]=2)[N:5]=[CH:4][CH:3]=1.[Cl:15][C:16]1[CH:21]=[CH:20][C:19]([CH2:22]O)=[C:18]([O:24][CH:25]([C:27]2[CH:32]=[CH:31][CH:30]=[CH:29][CH:28]=2)[CH3:26])[CH:17]=1>>[Cl:15][C:16]1[CH:21]=[CH:20][C:19]([CH2:22][O:1][C:2]2[N:6]([C:7]3[CH:12]=[C:11]([C:13]#[N:14])[CH:10]=[CH:9][N:8]=3)[N:5]=[CH:4][CH:3]=2)=[C:18]([O:24][CH:25]([C:27]2[CH:28]=[CH:29][CH:30]=[CH:31][CH:32]=2)[CH3:26])[CH:17]=1. Procedure: The title compound was prepared from 2-(5-hydroxy-1H-pyrazol-1-yl)pyridine-4-carbonitrile and [4-chloro-2-(1-phenylethoxy)phenyl]methanol according to the procedure for the preparation of Example 39, part C. [M+H] Calc'd for C24H19ClN4O2, 431. Found, 431. The reactants are COC(=O)N1CC[C@@H]2[C@](CCC[C@H]12)(C#CC=1C=C(C=CC1)C)O ((3aS,4R,7aS)-4-hydroxy-4-m-tolylethynyl-octahydro-indole-1-carboxylic acid methyl ester), C(C)(C)(C)OC(=O)N([C@H](C(=O)O)[C@H](CC)C)C ((2S,3S)-2-(tert-butoxycarbonyl-methyl-amino)-3-methyl-pentanoic acid). Product: COC(=O)N1CC[C@H]2[C@@](CCC[C@@H]12)(C#CC=1C=C(C=CC1)C)OC([C@H]([C@H](CC)C)N(C)C(=O)OC(C)(C)C)=O ((3aR,4S,7aR)-4-[(2S,3S)-2-(tert-butoxycarbonyl-methyl-amino)-3-methyl-pentanoyloxy]-4-m-tolylethynyl-octahydro-indole-1-carboxylic acid methyl ester). Reaction SMILES: [CH3:1][O:2][C:3]([N:5]1[C@@H:13]2[C@@H:8]([C@@:9]([OH:23])([C:14]#[C:15][C:16]3[CH:17]=[C:18]([CH3:22])[CH:19]=[CH:20][CH:21]=3)[CH2:10][CH2:11][CH2:12]2)[CH2:7][CH2:6]1)=[O:4].[C:24]([O:28][C:29]([N:31]([CH3:40])[C@@H:32]([C@@H:36]([CH3:39])[CH2:37][CH3:38])[C:33](O)=[O:34])=[O:30])([CH3:27])([CH3:26])[CH3:25]>>[CH3:1][O:2][C:3]([N:5]1[C@H:13]2[C@H:8]([C@:9]([O:23][C:33](=[O:34])[C@@H:32]([N:31]([C:29]([O:28][C:24]([CH3:25])([CH3:27])[CH3:26])=[O:30])[CH3:40])[C@@H:36]([CH3:39])[CH2:37][CH3:38])([C:14]#[C:15][C:16]3[CH:17]=[C:18]([CH3:22])[CH:19]=[CH:20][CH:21]=3)[CH2:10][CH2:11][CH2:12]2)[CH2:7][CH2:6]1)=[O:4]. Procedure: Synthesis in analogy to the General Method 1 starting from (3aS,4R,7aS)-4-hydroxy-4-m-tolylethynyl-octahydro-indole-1-carboxylic acid methyl ester and (2S,3S)-2-(tert-butoxycarbonyl-methyl-amino)-3-methyl-pentanoic acid to yield (3aR,4S,7aR)-4-[(2S,3S)-2-(tert-butoxycarbonyl-methyl-amino)-3-methyl-pentanoyloxy]-4-m-tolylethynyl-octahydro-indole-1-carboxylic acid methyl ester. This NBoc-protected product was then stirred in hydrochloric acid dioxane solution (4M, 10 equiv.) at room temperature fo...